Dataset: the Open Reaction Database (ORD), a public repository of structured organic reaction records. Task: describe an organic reaction: reactants, conditions, products, and yield The reactants are C(C(C)C)N([C@@H](CCCCN)C(=O)O)S(=O)(=O)C1=CC=C(C=C1)C (Nα-isobutyl-Nα-(4-methylbenzenesulfonyl)-L-lysine), C(C)(C)(C)OC(=O)N[C@@H](CCSC)C(=O)O (Nα-tert-butoxycarbonyl-L-methionine). The product is CC1=CC=C(C=C1)S(=O)(=O)N(CC(C)C)[C@@H](CCCCNC(=O)[C@H](CCSC)NC(=O)OC(C)(C)C)C(=O)O (Nα-isobutyl-Nα-(4-methylbenzenesulfonyl)-Nε-(N′α-tert-butoxycarbonyl-L-methionyl)-L-lysine), desired material. Isolated yield 96.0%. As a reaction SMILES: [CH2:1]([N:5]([S:15]([C:18]1[CH:23]=[CH:22][C:21]([CH3:24])=[CH:20][CH:19]=1)(=[O:17])=[O:16])[C@H:6]([C:12]([OH:14])=[O:13])[CH2:7][CH2:8][CH2:9][CH2:10][NH2:11])[CH:2]([CH3:4])[CH3:3].[C:25]([O:29][C:30]([NH:32][C@H:33]([C:38](O)=[O:39])[CH2:34][CH2:35][S:36][CH3:37])=[O:31])([CH3:28])([CH3:27])[CH3:26]>>[CH3:24][C:21]1[CH:22]=[CH:23][C:18]([S:15]([N:5]([C@H:6]([C:12]([OH:14])=[O:13])[CH2:7][CH2:8][CH2:9][CH2:10][NH:11][C:38]([C@@H:33]([NH:32][C:30]([O:29][C:25]([CH3:28])([CH3:27])[CH3:26])=[O:31])[CH2:34][CH2:35][S:36][CH3:37])=[O:39])[CH2:1][CH:2]([CH3:3])[CH3:4])(=[O:17])=[O:16])=[CH:19][CH:20]=1. Procedure: The title compound was prepared from Nα-isobutyl-Nα-(4-methylbenzenesulfonyl)-L-lysine (100 mg, 0.29 mmol, example 1, step E) as described in general procedure Bc using commercially available Nα-tert-butoxycarbonyl-L-methionine (75 mg, 0.3 mmol). The final product was triturated with ether to yield 170 mg (96%) of the desired material. The reactants are COC(=O)CS, BrC(c1ccccc1)c1ccccc1, [H-], [Na+], C1CCOC1. Yields the product COC(=O)CSC(c1ccccc1)c1ccccc1. RXN SMILES: [C:1]([CH2:2][SH:3])(=[O:4])[O:5][CH3:6].[CH:9]([c:10]1[cH:11][cH:12][cH:13][cH:14][cH:15]1)([c:16]1[cH:17][cH:18][cH:19][cH:20][cH:21]1)[Br:22].[H-:7].[Na+:8].[O:23]1[CH2:24][CH2:25][CH2:26][CH2:27]1>>[C:1]([CH2:2][S:3][CH:9]([c:10]1[cH:11][cH:12][cH:13][cH:14][cH:15]1)[c:16]1[cH:17][cH:18][cH:19][cH:20][cH:21]1)(=[O:4])[O:5][CH3:6]. Starting materials: C(C)I (ethyl iodide), OCCN(C1=NC=C(C=C1)[N+](=O)[O-])C ((2-Hydroxy-ethyl)-methyl-(5-nitro-pyridin-2-yl)-amine), [H-].[Na+] (NaH), oil. Run in CCOC(=O)C (EtOAc), C1CCOC1 (THF), CN(C)C=O (DMF). Reaction conditions: time 8 hour. Product: C(C)OCCN(C1=NC=C(C=C1)[N+](=O)[O-])C ((2-ethoxy-ethyl)-methyl-(5-nitro-pyridin-2-yl)-amine). As a reaction SMILES: [OH:1][CH2:2][CH2:3][N:4]([CH3:14])[C:5]1[CH:10]=[CH:9][C:8]([N+:11]([O-:13])=[O:12])=[CH:7][N:6]=1.[H-].[Na+].[CH2:17](I)[CH3:18]>C1COCC1.CN(C=O)C.CCOC(C)=O>[CH2:17]([O:1][CH2:2][CH2:3][N:4]([CH3:14])[C:5]1[CH:10]=[CH:9][C:8]([N+:11]([O-:13])=[O:12])=[CH:7][N:6]=1)[CH3:18] |f:1.2|. Procedure details: (2-Hydroxy-ethyl)-methyl-(5-nitro-pyridin-2-yl)-amine (197 mg, 1 mmol) in THF (5 mL) and DMF (2 mL) was stirred with 60% NaH in oil (48 mg, 1.2 mmol) for 1 hr. The mixture was cooled and to this was added ethyl iodide (120 uL, 1.5 mmol). The reaction was allowed to stir overnight. The mixture was diluted with EtOAc, extracted with H2O and dried over MgSO4. The EtOAc layer was filtered, evaporated to dryness and used without further purification. Yield: 155 mg. ES-MS calcd for C10H15N3O3 (m/e) 22... Reactants: ClC1=CC(=NC=C1F)C (4-Chloro-5-fluoro-2-picoline), FOC(C)=O (acetyl hypofluorite). The product is ClC1=C(C(=NC=C1F)C)F (4-Chloro-3,5-difluoro-2-picoline). As a reaction SMILES: [Cl:1][C:2]1[C:7]([F:8])=[CH:6][N:5]=[C:4]([CH3:9])[CH:3]=1.[F:10]OC(=O)C>>[Cl:1][C:2]1[C:7]([F:8])=[CH:6][N:5]=[C:4]([CH3:9])[C:3]=1[F:10]. Reported procedure: 4-Chloro-5-fluoro-2-picoline is treated with 1.1 equivalents of acetyl hypofluorite as described by O. Lerman, et al. J Org Chem, 49: 806-813 (1984) to afford the title compound. Yields the product CC(C)C(CCO)NC(=O)OC(C)(C)C. As a reaction SMILES: [C:16]([O:17][C:18]([NH:19][CH:20]([CH:21]([CH3:22])[CH3:23])[C:24](=[O:25])[CH:26]=[N+:27]=[N-:28])=[O:29])([CH3:30])([CH3:31])[CH3:32].[C:1]([O:2][C:3]([NH:4][CH:5]([C:6]([OH:7])=[O:8])[CH:9]([CH3:10])[CH3:11])=[O:12])([CH3:13])([CH3:14])[CH3:15].[C:33]([CH3:34])([CH3:35])([CH3:36])[O:37][C:38](=[O:39])[NH:40][CH:41]([CH2:42][C:43](=[O:44])[O:45][CH3:46])[CH:47]([CH3:48])[CH3:49]>>[C:33]([CH3:34])([CH3:35])([CH3:36])[O:37][C:38](=[O:39])[NH:40][CH:41]([CH2:42][CH2:43][OH:44])[CH:47]([CH3:48])[CH3:49]. Starting materials: CC(C)C(NC(=O)OC(C)(C)C)C(=O)C=[N+]=[N-], CC(C)C(NC(=O)OC(C)(C)C)C(=O)O, COC(=O)CC(NC(=O)OC(C)(C)C)C(C)C. Reactants: O=C([O-])O, ClCc1csc(-c2ccc(Cl)cc2)n1, N#Cc1c(N)nc(S)c(C#N)c1-c1cscn1, [Na+], CN(C)C=O. Yields the product N#Cc1c(N)nc(SCc2csc(-c3ccc(Cl)cc3)n2)c(C#N)c1-c1cscn1. As a reaction SMILES: [C:32](=[O:33])([OH:34])[O-:35].[Cl:18][CH2:19][c:20]1[n:21][c:22](-[c:25]2[cH:26][cH:27][c:28]([Cl:31])[cH:29][cH:30]2)[s:23][cH:24]1.[NH2:1][c:2]1[n:3][c:4]([SH:17])[c:5]([C:15]#[N:16])[c:6](-[c:10]2[n:11][cH:12][s:13][cH:14]2)[c:7]1[C:8]#[N:9].[Na+:36].[O:37]=[CH:38][N:39]([CH3:40])[CH3:41]>>[NH2:1][c:2]1[n:3][c:4]([S:17][CH2:19][c:20]2[n:21][c:22](-[c:25]3[cH:26][cH:27][c:28]([Cl:31])[cH:29][cH:30]3)[s:23][cH:24]2)[c:5]([C:15]#[N:16])[c:6](-[c:10]2[n:11][cH:12][s:13][cH:14]2)[c:7]1[C:8]#[N:9]. Isolated yield 55.7%. The product is C(C=C)OC(=O)N1[C@@H](C[C@@H](C1)SC(C1=CC=CC=C1)(C1=CC=CC=C1)C1=CC=CC=C1)C1CC(NN1)=O ((2S,4S)-N-allyloxycarbonyl-2-(3-pyrazolidinon-5-yl)-4-tritylthiopyrrolidine). Conditions: time 1.5 hour. As a reaction SMILES: O.[NH2:2][NH2:3].C([O:6][C:7](=O)[CH:8]=[CH:9][C@@H:10]1[CH2:14][C@H:13]([S:15][C:16]([C:29]2[CH:34]=[CH:33][CH:32]=[CH:31][CH:30]=2)([C:23]2[CH:28]=[CH:27][CH:26]=[CH:25][CH:24]=2)[C:17]2[CH:22]=[CH:21][CH:20]=[CH:19][CH:18]=2)[CH2:12][N:11]1[C:35]([O:37][CH2:38][CH:39]=[CH2:40])=[O:36])C>C(O)C>[CH2:38]([O:37][C:35]([N:11]1[CH2:12][C@@H:13]([S:15][C:16]([C:23]2[CH:24]=[CH:25][CH:26]=[CH:27][CH:28]=2)([C:17]2[CH:18]=[CH:19][CH:20]=[CH:21][CH:22]=2)[C:29]2[CH:34]=[CH:33][CH:32]=[CH:31][CH:30]=2)[CH2:14][C@H:10]1[CH:9]1[NH:3][NH:2][C:7](=[O:6])[CH2:8]1)=[O:36])[CH:39]=[CH2:40] |f:0.1|. Reported procedure: Hydrazine monohydrate (0.61 ml, 12.6 mmol) was dropwise added to a solution of 3-[(2S,4S)-N-allyloxycarbonyl-4-tritylthiopyrrolidin-2-yl]acrylic acid ethyl ester (1.53 g, 2.9 mmol) in ethanol (7.5 ml) under cooling with ice, and the mixture was stirred at the same temperature for 1.5 hours. The reaction solution was concentrated under reduced pressure. The residue was subjected to silica gel column chromatography (Wakogel™ C-300, 2% methanol-chloroform) to obtain (2S,4S)-N-allyloxycarbonyl-2-(3-... Starting materials: O.NN (Hydrazine monohydrate), C(C)OC(C=C[C@H]1N(C[C@H](C1)SC(C1=CC=CC=C1)(C1=CC=CC=C1)C1=CC=CC=C1)C(=O)OCC=C)=O (3-[(2S,4S)-N-allyloxycarbonyl-4-tritylthiopyrrolidin-2-yl]acrylic acid ethyl ester). Run in C(C)O (ethanol). Reactants: COCCN(CC(=O)NC1=C(C=C(C=C1)C(C)C)C(F)(F)F)CC1=CC=C(OC(C(=O)OC(C)(C)C)(C)C)C=C1 (1,1-Dimethylethyl 2-[4-[[(2-methoxyethyl)[2-[[4-(1-methylethyl)-2-(trifluoromethyl)phenyl]amino]-2-oxoethyl]amino]methyl]phenoxy]-2-methyl-propionate), FC(C(=O)O)(F)F (trifluoroacetic acid). The solvent is ClCCl (dichloromethane). Run at time 2 hour. Product: COCCN(CC(=O)NC1=C(C=C(C=C1)C(C)C)C(F)(F)F)CC1=CC=C(OC(C(=O)O)(C)C)C=C1 (2-[4-[[(2-Methoxyethyl)[2-[[4-(1-methylethyl)-2-(trifluoromethyl)phenyl]amino]-2-oxoethyl]amino]methyl]phenoxy]-2-methyl-propionic acid). As a reaction SMILES: [CH3:1][O:2][CH2:3][CH2:4][N:5]([CH2:23][C:24]1[CH:40]=[CH:39][C:27]([O:28][C:29]([CH3:38])([CH3:37])[C:30]([O:32]C(C)(C)C)=[O:31])=[CH:26][CH:25]=1)[CH2:6][C:7]([NH:9][C:10]1[CH:15]=[CH:14][C:13]([CH:16]([CH3:18])[CH3:17])=[CH:12][C:11]=1[C:19]([F:22])([F:21])[F:20])=[O:8].FC(F)(F)C(O)=O>ClCCl>[CH3:1][O:2][CH2:3][CH2:4][N:5]([CH2:23][C:24]1[CH:25]=[CH:26][C:27]([O:28][C:29]([CH3:38])([CH3:37])[C:30]([OH:32])=[O:31])=[CH:39][CH:40]=1)[CH2:6][C:7]([NH:9][C:10]1[CH:15]=[CH:14][C:13]([CH:16]([CH3:18])[CH3:17])=[CH:12][C:11]=1[C:19]([F:22])([F:21])[F:20])=[O:8]. Reported procedure: 0.842 g (1.49 mmol) of the compound from Example 3-7 is initially charged in 10 ml of dichloromethane. At room temperature, 10 ml of trifluoroacetic acid are added. The reaction mixture is stirred at room temperature for 2 hours. The mixture is then concentrated under reduced pressure using a rotary evaporator. The residue is taken up in ethyl acetate and washed with water, 20% strength sodium acetate solution, water and saturated sodium chloride solution. The organic phase is dried over magnesi... The solvent is ClC(C)Cl (dichloroethane), ClC(C)Cl (dichloroethane). The reactants are C1(=CC=CC=C1)CNC(C)=O (N-phenylmethylacetamide), ice water, [Cl-].[Al+3].[Cl-].[Cl-] (aluminum chloride), C(C)(=O)Cl (acetylchloride). Reported procedure: To a suspension of aluminum chloride (22.3 g) in dichloroethane (40 ml) was added acetylchloride (7.1 ml). Thereto was added a solution of N-phenylmethylacetamide (10 g) in dichloroethane (20 ml) at 10-15° C. over 20 min. This reaction mixture was stirred at room temperature for 6 hr and poured into ice water (100 ml). The mixture was extracted with chloroform (100 ml×3). The chloroform layer was washed with saturated brine and dried over anhydrous sodium sulfate. The solvent was evaporated to g... Reaction conditions: time 6 hour. Reaction SMILES: [Cl-].[Al+3].[Cl-].[Cl-].[C:5](Cl)(=[O:7])[CH3:6].[C:9]1([CH2:15][NH:16][C:17](=[O:19])[CH3:18])[CH:14]=[CH:13][CH:12]=[CH:11][CH:10]=1>ClC(Cl)C>[C:5]([C:12]1[CH:13]=[CH:14][C:9]([CH2:15][NH:16][C:17](=[O:19])[CH3:18])=[CH:10][CH:11]=1)(=[O:7])[CH3:6] |f:0.1.2.3|. Yields the product C(C)(=O)C1=CC=C(C=C1)CNC(C)=O (N-[(4-Acetylphenyl)methyl]acetamide).